Dataset: the Open Reaction Database (ORD), a public repository of structured organic reaction records. Task: describe an organic reaction: reactants, conditions, products, and yield Reactants: BrC=1C(=NC(=NC1S(=O)C)N)C=1OC=CC1 (5-bromo-4-furan-2-yl-6-methanesulfinyl-pyrimidin-2-yl-amine), ( 98 ), C1(=CC=CC=C1)O (phenol), C1CCC2=NCCCN2CC1 (DBU). Run in O1CCOCC1 (dioxane). The product is BrC=1C(=NC(=NC1OC1=CC=CC=C1)N)C=1OC=CC1 (5-Bromo-4-furan-2-yl-6-phenoxy-pyrimidin-2-yl-amine). Reaction SMILES: [Br:1][C:2]1[C:3]([C:12]2[O:13][CH:14]=[CH:15][CH:16]=2)=[N:4][C:5]([NH2:11])=[N:6][C:7]=1S(C)=O.[C:17]1([OH:23])[CH:22]=[CH:21][CH:20]=[CH:19][CH:18]=1.C1CCN2C(=NCCC2)CC1>O1CCOCC1>[Br:1][C:2]1[C:3]([C:12]2[O:13][CH:14]=[CH:15][CH:16]=2)=[N:4][C:5]([NH2:11])=[N:6][C:7]=1[O:23][C:17]1[CH:22]=[CH:21][CH:20]=[CH:19][CH:18]=1. Reported procedure: From 5-bromo-4-furan-2-yl-6-methanesulfinyl-pyrimidin-2-yl-amine, phenol and DBU in dioxane. EI-MS m/e (%): 333 (M{81Br}+, 64), 331 (M{79Br}+, 68), 252 ([M—Br]+, 100), 159 (98). Starting materials: C(C)OC(C(CC1=CC=C(C=C1)OCCC1N(C(N(C1)CC1=CC=C(C=C1)C(F)(F)F)=O)CC)(OC1=CC=CC=C1)C)=O (3-(4-{2-[3-Ethyl-2-oxo-1-(4-trifluoromethyl-benzyl)-imidazolidin-4-yl]-ethoxy}-phenyl)-2-methyl-2-phenoxy-propionic acid ethyl ester), [OH-].[Na+] (NaOH). The solvent is C(C)O (ethanol). The product is C(C)N1C(N(CC1CCOC1=CC=C(C=C1)CC(C(=O)O)(OC1=CC=CC=C1)C)CC1=CC=C(C=C1)C(F)(F)F)=O (3-(4-{2-[3-Ethyl-2-oxo-1-(4-trifluoromethyl-benzyl)-imidazolidin-4-yl]-ethoxy}-phenyl)-2-methyl-2-phenoxy-propionic acid). Yield: 86.6%. Reaction SMILES: C([O:3][C:4](=[O:43])[C:5]([CH3:42])([O:35][C:36]1[CH:41]=[CH:40][CH:39]=[CH:38][CH:37]=1)[CH2:6][C:7]1[CH:12]=[CH:11][C:10]([O:13][CH2:14][CH2:15][CH:16]2[CH2:20][N:19]([CH2:21][C:22]3[CH:27]=[CH:26][C:25]([C:28]([F:31])([F:30])[F:29])=[CH:24][CH:23]=3)[C:18](=[O:32])[N:17]2[CH2:33][CH3:34])=[CH:9][CH:8]=1)C.[OH-].[Na+]>C(O)C>[CH2:33]([N:17]1[CH:16]([CH2:15][CH2:14][O:13][C:10]2[CH:11]=[CH:12][C:7]([CH2:6][C:5]([CH3:42])([O:35][C:36]3[CH:41]=[CH:40][CH:39]=[CH:38][CH:37]=3)[C:4]([OH:43])=[O:3])=[CH:8][CH:9]=2)[CH2:20][N:19]([CH2:21][C:22]2[CH:27]=[CH:26][C:25]([C:28]([F:29])([F:31])[F:30])=[CH:24][CH:23]=2)[C:18]1=[O:32])[CH3:34] |f:1.2|. Procedure: A solution of 3-(4-{2-[3-Ethyl-2-oxo-1-(4-trifluoromethyl-benzyl)-imidazolidin-4-yl]-ethoxy}-phenyl)-2-methyl-2-phenoxy-propionic acid ethyl ester (0.31 g, 0.518 mmol) and 5N NaOH (1 mL) in ethanol (9 mL) is refluxed for 1 hour, cooled to ambient temperature, and concentrated. The residue is diluted with CH2Cl2, washed, dried, and concentrated in vacuo to provide the title compound (0.256 g, 87%). 1H NMR (400 MHz, CDCl3): δ 7.54 (d, 2H, J=7.6 Hz), 7.35 (d, 2H, J=8.4 Hz), 7.21-7.17 (m, 4H), 6.97 ... The reactants are CC(C)(Cc1cccc(C(=O)O)c1)NCC(O[Si](C)(C)C(C)(C)C)c1ccc(O)c(CO)c1, CCOc1cccc(CCN)c1. Product: CCOc1cccc(CCNC(=O)c2cccc(CC(C)(C)NCC(O[Si](C)(C)C(C)(C)C)c3ccc(O)c(CO)c3)c2)c1. Reaction SMILES: [C:1]([CH3:2])([CH3:3])([CH3:4])[Si:5]([O:6][CH:7]([CH2:8][NH:9][C:10]([CH2:11][c:12]1[cH:13][c:14]([C:15](=[O:16])[OH:17])[cH:18][cH:19][cH:20]1)([CH3:21])[CH3:22])[c:23]1[cH:24][c:25]([CH2:30][OH:31])[c:26]([OH:29])[cH:27][cH:28]1)([CH3:32])[CH3:33].[CH2:34]([CH3:35])[O:36][c:37]1[cH:38][c:39]([CH2:40][CH2:41][NH2:42])[cH:43][cH:44][cH:45]1>>[C:1]([CH3:2])([CH3:3])([CH3:4])[Si:5]([O:6][CH:7]([CH2:8][NH:9][C:10]([CH2:11][c:12]1[cH:13][c:14]([C:15](=[O:17])[NH:42][CH2:41][CH2:40][c:39]2[cH:38][c:37]([O:36][CH2:34][CH3:35])[cH:45][cH:44][cH:43]2)[cH:18][cH:19][cH:20]1)([CH3:21])[CH3:22])[c:23]1[cH:24][c:25]([CH2:30][OH:31])[c:26]([OH:29])[cH:27][cH:28]1)([CH3:32])[CH3:33]. Starting materials: CCOC(C)=O, NCCCCCCN, O. Product: CC(=O)NCCCCCCN. Reaction SMILES: [CH3:10][CH2:11][O:12][C:13](=[O:14])[CH3:15].[NH2:1][CH2:2][CH2:3][CH2:4][CH2:5][CH2:6][CH2:7][NH2:8].[OH2:9]>>[NH:1]([CH2:2][CH2:3][CH2:4][CH2:5][CH2:6][CH2:7][NH2:8])[C:11]([CH3:10])=[O:12]. The reactants are CC1=CC=C(C=C1)S(=O)(=O)OC[C@@H]1OC2=C(C=CC=C2CC1)C1=C(C=CC=C1Cl)Cl ([(2R)-8-(2,6-dichlorophenyl)-3,4-dihydro-2H-chromen-2-yl]methyl 4-methylbenzenesulfonate), CN (methylamine), [OH-].[Na+] (sodium hydroxide). Solvent: CS(=O)C (dimethyl sulfoxide), [Cl-].[Na+].O (brine). Reaction conditions: temperature 60 celsius. Yields the product ClC1=C(C(=CC=C1)Cl)C=1C=CC=C2CC[C@@H](OC12)CNC ({[(2R)-8-(2,6-dichlorophenyl)-3,4-dihydro-2H-chromen-2-yl]methyl}methylamine). Yield: 71.8%. RXN SMILES: CC1C=CC(S(O[CH2:12][C@H:13]2[CH2:22][CH2:21][C:20]3[C:15](=[C:16]([C:23]4[C:28]([Cl:29])=[CH:27][CH:26]=[CH:25][C:24]=4[Cl:30])[CH:17]=[CH:18][CH:19]=3)[O:14]2)(=O)=O)=CC=1.[CH3:31][NH2:32].[OH-].[Na+]>CS(C)=O.[Cl-].[Na+].O>[Cl:30][C:24]1[CH:25]=[CH:26][CH:27]=[C:28]([Cl:29])[C:23]=1[C:16]1[CH:17]=[CH:18][CH:19]=[C:20]2[C:15]=1[O:14][C@@H:13]([CH2:12][NH:32][CH3:31])[CH2:22][CH2:21]2 |f:2.3,5.6.7|. Procedure: To a solution of [(2R)-8-(2,6-dichlorophenyl)-3,4-dihydro-2H-chromen-2-yl]methyl 4-methylbenzenesulfonate (239 mg, 0.54 mmol) in anhydrous dimethyl sulfoxide (1 mL) was added a solution of methylamine (2.0 M in tetrahydrofuran, 2.7 mL, 5.4 mmol) and the mixture heated to 60° C. in a sealed vial for 42 hours. The cooled reaction mixture was then poured into 1:1 v/v 2.0 M aqueous sodium hydroxide and saturated brine (50 mL) and the mixture extracted with ethyl acetate (50 mL). The separated organi... Reactants: ClC1=NC(=CN=C1Br)N (2-chloro-3-bromo-6-aminopyrazine), N (ammonia). The solvent is C(C)O (ethanol). Reaction conditions: temperature 160 celsius. Yields the product NC1=NC(=CN=C1Br)N (2,6-Diamino-3-bromopyrazine). Reaction SMILES: Cl[C:2]1[C:7]([Br:8])=[N:6][CH:5]=[C:4]([NH2:9])[N:3]=1.[NH3:10]>C(O)C>[NH2:10][C:2]1[C:7]([Br:8])=[N:6][CH:5]=[C:4]([NH2:9])[N:3]=1. Reported procedure: A suspension of 2-chloro-3-bromo-6-aminopyrazine (15 g, 0.072 mole) in absolute ethanol (150 ml) and 0.880 ammonia (375 ml) was stirred and heated in an autoclave at 160° C. and 20 atm. for 16 hrs The cooled mixture was evaporated in vacuo and extracted with hot methanol (3×100 ml). The combined methanol extracts were evaporated in vacuo. The residue was dissolved in hot chloroform, dried over anhydrous magnesium sulphate, filtered and the filtrate evaporated in vacuo. The residue was triturated... Reactants: ClC=1C=C2C(=C(C(C(C2=CC1)(C)CC)=O)C(=O)NCC(=O)OC(C)(C)C)O (1,1-dimethylethyl N-((6-chloro-1-ethyl-4-hydroxy-1-methyl-2-oxo-naphthalen-3-yl)carbonyl)glycinate). The solvent is C(=O)(C(F)(F)F)O (TFA). Conditions: time 30 minute. Yields the product ClC=1C=C2C(=C(C(C(C2=CC1)(C)CC)=O)C(=O)NCC(=O)O)O (N-((6-Chloro-1-ethyl-4-hydroxy-1-methyl-2-oxo-naphthalen-3-yl)carbonyl)glycine). Yield: 79.9%. Reaction SMILES: [Cl:1][C:2]1[CH:3]=[C:4]2[C:9](=[CH:10][CH:11]=1)[C:8]([CH2:13][CH3:14])([CH3:12])[C:7](=[O:15])[C:6]([C:16]([NH:18][CH2:19][C:20]([O:22]C(C)(C)C)=[O:21])=[O:17])=[C:5]2[OH:27]>C(O)(C(F)(F)F)=O>[Cl:1][C:2]1[CH:3]=[C:4]2[C:9](=[CH:10][CH:11]=1)[C:8]([CH2:13][CH3:14])([CH3:12])[C:7](=[O:15])[C:6]([C:16]([NH:18][CH2:19][C:20]([OH:22])=[O:21])=[O:17])=[C:5]2[OH:27]. Procedure: A mixture of 1,1-dimethylethyl N-((6-chloro-1-ethyl-4-hydroxy-1-methyl-2-oxo-naphthalen-3-yl)carbonyl)glycinate (0.4 g, 1 mmol) in 3 mL TFA was stirred at room temperature for 30 minutes, M+1=338, M−1=336. The mixture was concentrated in vacuo and the residue was sonicated in 10 mL heptane. The solid was filtered, washed with 10 mL heptane, and dried under high vacuum to give 0.27 g of the title compound as an off-white solid. MS (m/z)=338 (M+H)+. Calculated for C16H16ClNO5 337.07.